Dataset: the Open Reaction Database (ORD), a public repository of structured organic reaction records. Task: describe an organic reaction: reactants, conditions, products, and yield Reactants: CCO, Cl, CCCCCCc1ccc(-c2nnc(-c3ccc(OC(C)=O)c(F)c3)s2)cc1. The product is CCCCCCc1ccc(-c2nnc(-c3ccc(O)c(F)c3)s2)cc1. RXN SMILES: [CH3:30][CH2:31][OH:32].[ClH:29].[F:1][c:2]1[cH:3][c:4](-[c:12]2[s:13][c:14](-[c:17]3[cH:18][cH:19][c:20]([CH2:23][CH2:24][CH2:25][CH2:26][CH2:27][CH3:28])[cH:21][cH:22]3)[n:15][n:16]2)[cH:5][cH:6][c:7]1[O:8][C:9](=[O:10])[CH3:11]>>[F:1][c:2]1[cH:3][c:4](-[c:12]2[s:13][c:14](-[c:17]3[cH:18][cH:19][c:20]([CH2:23][CH2:24][CH2:25][CH2:26][CH2:27][CH3:28])[cH:21][cH:22]3)[n:15][n:16]2)[cH:5][cH:6][c:7]1[OH:8]. The yield is 91.0%. Reported procedure: 14.1 parts of 3-methoxy-2-cyanodihydrothiophene in 80 parts by volume of chloroform are reacted with 6.75 parts of sulfuryl chloride in 20 parts by volume of chloroform for 0.5 hour at 0° C. The end product is isolated from the reaction mixture by the method described in Example 14c). 12.6 parts (91% of theory) of 3-methoxy-2-cyanothiophene of boiling point 73° C./0.16 mbar are obtained. Yields the product COC1=C(SC=C1)C#N (3-methoxy-2-cyanothiophene). Reaction SMILES: [CH3:1][O:2][CH:3]1[CH:7]=[CH:6][S:5][CH:4]1[C:8]#[N:9].S(Cl)(Cl)(=O)=O>C(Cl)(Cl)Cl>[CH3:1][O:2][C:3]1[CH:7]=[CH:6][S:5][C:4]=1[C:8]#[N:9]. The reactants are COC1C(SC=C1)C#N (3-methoxy-2-cyanodihydrothiophene), S(=O)(=O)(Cl)Cl (sulfuryl chloride). The solvent is C(Cl)(Cl)Cl (chloroform), C(Cl)(Cl)Cl (chloroform). Conditions: temperature 60 celsius, time 2 hour. The product is Cl.Cl.C(C1=CC=CC=C1)(=O)C1=CC=C(CN2C[C@@H](CC2)N(C2=CC=C(C=N2)/C=C/C(=O)O)C(=O)OC(C)(C)C)C=C1 ((2E)-3-{6-[[(3R)-1-(4-benzoylbenzyl)-3-pyrrolidinyl](tert-butoxycarbonyl)amino]-3-pyridyl}acrylic acid dihydrochloride). RXN SMILES: [C:1]([C:9]1[CH:41]=[CH:40][C:12]([CH2:13][N:14]2[CH2:18][CH2:17][C@@H:16]([N:19]([C:33]([O:35][C:36]([CH3:39])([CH3:38])[CH3:37])=[O:34])[C:20]3[N:25]=[CH:24][C:23](/[CH:26]=[CH:27]/[C:28]([O:30]CC)=[O:29])=[CH:22][CH:21]=3)[CH2:15]2)=[CH:11][CH:10]=1)(=[O:8])[C:2]1[CH:7]=[CH:6][CH:5]=[CH:4][CH:3]=1.[OH-].[Na+].O.[ClH:45]>O1CCOCC1>[ClH:45].[ClH:45].[C:1]([C:9]1[CH:10]=[CH:11][C:12]([CH2:13][N:14]2[CH2:18][CH2:17][C@@H:16]([N:19]([C:33]([O:35][C:36]([CH3:37])([CH3:39])[CH3:38])=[O:34])[C:20]3[N:25]=[CH:24][C:23](/[CH:26]=[CH:27]/[C:28]([OH:30])=[O:29])=[CH:22][CH:21]=3)[CH2:15]2)=[CH:40][CH:41]=1)(=[O:8])[C:2]1[CH:3]=[CH:4][CH:5]=[CH:6][CH:7]=1 |f:1.2,6.7.8|. Reactants: C(C1=CC=CC=C1)(=O)C1=CC=C(CN2C[C@@H](CC2)N(C2=CC=C(C=N2)/C=C/C(=O)OCC)C(=O)OC(C)(C)C)C=C1 (ethyl (2E)-3-{6-[[(3R)-1-(4-benzoylbenzyl)-3-pyrrolidinyl](tert-butoxycarbonyl)amino]-3-pyridyl}acrylate), [OH-].[Na+] (sodium hydroxide), Cl (hydrochloric acid), O (H2O). Run in O1CCOCC1 (dioxane). Procedure details: To a solution of ethyl (2E)-3-{6-[[(3R)-1-(4-benzoylbenzyl)-3-pyrrolidinyl](tert-butoxycarbonyl)amino]-3-pyridyl}acrylate (111 mg) in dioxane (2 mL) was added 1N sodium hydroxide (0.6 mL). After stirring at 60° C. for 2 hours, the reaction mixture was added H2O(10 mL) and acidified with 1N hydrochloric acid (to pH 1). A resulting mixture was extracted with CHCl3, and the organic layer was dried over MgSO4, filtered, and evaporated in vacuo to give (2E)-3-{6-[[(3R)-1-(4-benzoylbenzyl)-3-pyrrolidi... Starting materials: Brc1ccc(Br)cc1, O=C([O-])[O-], Cc1ccc(O)cc1, CN(C)CC(=O)O, [Cl-], [Cu]I, [K+], [K+], [NH4+], CN(C)C=O. The product is Cc1ccc(Oc2ccc(Br)cc2)cc1. Reaction SMILES: [Br:9][c:10]1[cH:11][cH:12][c:13]([Br:14])[cH:15][cH:16]1.[C:17](=[O:18])([O-:19])[O-:20].[CH3:1][c:2]1[cH:3][cH:4][c:5]([OH:6])[cH:7][cH:8]1.[CH3:23][N:24]([CH2:25][C:26](=[O:27])[OH:28])[CH3:29].[Cl-:35].[Cu:37][I:38].[K+:21].[K+:22].[NH4+:36].[O:30]=[CH:31][N:32]([CH3:33])[CH3:34]>>[CH3:1][c:2]1[cH:3][cH:4][c:5]([O:6][c:13]2[cH:12][cH:11][c:10]([Br:9])[cH:16][cH:15]2)[cH:7][cH:8]1. Reactants: 1,5-bis(bromomagnesium)pentane, CuCN-2LiCl, C(#N)[Cu] (CuCN), [Li+].[Cl-] (LiCl), BrC=1C=C(CN(C(=O)[C@@H]2CN(CC[C@H]2C2=CC(N(C=C2)C)=O)C(=O)OC(C)(C)C)C2CC2)C=C(C1)I (trans-tert-butyl 3-{[(3-bromo-5-iodobenzyl)(cyclopropyl)amino]carbonyl}-4-(1-methyl-2-oxo-1,2-dihydropyridin-4-yl)-1-piperidinecarboxylate), C(C1=CC=CC=C1)(=O)Cl (benzoyl chloride). Run in C1CCOC1 (THF), C1CCOC1 (THF), C1CCOC1 (THF). Conditions: temperature -78 celsius, time 30 minute. Product: C(C1=CC=CC=C1)(=O)C=1C=C(CN(C(=O)[C@@H]2CN(CC[C@H]2C2=CC(N(C=C2)C)=O)C(=O)OC(C)(C)C)C2CC2)C=C(C1)Br (trans-tert-Butyl 3-{[(3-benzoyl-5-bromobenzyl)(cyclopropyl)amino]carbonyl}-4-(1-methyl-2-oxo-1,2-dihydropyridin-4-yl)piperidine-1-carboxylate). RXN SMILES: C([Cu])#N.[Li+].[Cl-].[Br:6][C:7]1[CH:8]=[C:9]([CH:38]=[C:39](I)[CH:40]=1)[CH2:10][N:11]([CH:35]1[CH2:37][CH2:36]1)[C:12]([C@H:14]1[C@H:19]([C:20]2[CH:25]=[CH:24][N:23]([CH3:26])[C:22](=[O:27])[CH:21]=2)[CH2:18][CH2:17][N:16]([C:28]([O:30][C:31]([CH3:34])([CH3:33])[CH3:32])=[O:29])[CH2:15]1)=[O:13].[C:42](Cl)(=[O:49])[C:43]1[CH:48]=[CH:47][CH:46]=[CH:45][CH:44]=1>C1COCC1>[C:42]([C:39]1[CH:38]=[C:9]([CH:8]=[C:7]([Br:6])[CH:40]=1)[CH2:10][N:11]([CH:35]1[CH2:37][CH2:36]1)[C:12]([C@H:14]1[C@H:19]([C:20]2[CH:25]=[CH:24][N:23]([CH3:26])[C:22](=[O:27])[CH:21]=2)[CH2:18][CH2:17][N:16]([C:28]([O:30][C:31]([CH3:34])([CH3:33])[CH3:32])=[O:29])[CH2:15]1)=[O:13])(=[O:49])[C:43]1[CH:48]=[CH:47][CH:46]=[CH:45][CH:44]=1 |f:1.2|. Procedure: To a solution of 1,5-bis(bromomagnesium)pentane (1.0 eq.) in THF (0.05 M) at −78° C. was added a solution of CuCN-2LiCl prepared from CuCN (1.0 eq.) and LiCl (2.0 eq.) in THF (0.9 M with respect to CuCN). The resulting mixture was stirred at −78° C. for 30 min. A solution of trans-tert-butyl 3-{[(3-bromo-5-iodobenzyl)(cyclopropyl)amino]carbonyl}-4-(1-methyl-2-oxo-1,2-dihydropyridin-4-yl)-1-piperidinecarboxylate (1.0 eq.) from the previous step in THF (0.2 M) was then added and the reaction mixtu... Reactants: C(C)(C)(C)OC(=O)N1CCN(CC1)C1=C(C=CC=C1)CN1CCCC1 (4-(2-Pyrrolidin-1-ylmethyl-phenyl)-piperazine-1-carboxylic acid t-butyl ester), amine hydrochloride, C(C)(C)(C)OC(=O)N1CC2=CC=CC=C2CC1CN(C(C(=O)[O-])CC1=CC=C(C=C1)Cl)CCOC.[Li+] (lithium 2-[(2-tert-butoxycarbonyl-1,2,3,4-tetrahydro-isoquinolin-3-ylmethyl)-(2-methoxy-ethyl)-amino]-3-(4-chloro-phenyl)-propionate). Product: Cl.Cl.Cl.Cl.ClC1=CC=C(C=C1)CC(C(=O)N1CCN(CC1)C1=C(C=CC=C1)CN1CCCC1)N(CC1NCC2=CC=CC=C2C1)CCOC (3-(4-Chloro-phenyl)-2-[(2-methoxy-ethyl)-(1,2,3,4-tetrahydro-isoquinolin-3-ylmethyl)-amino]-1-[4-(2-pyrrolidin-1-ylmethyl-phenyl)-piperazin-1-yl]-propan-1-one tetrahydrochloride). As a reaction SMILES: C(O[C:6]([N:8]1[CH2:13][CH2:12][N:11]([C:14]2[CH:19]=[CH:18][CH:17]=[CH:16][C:15]=2[CH2:20][N:21]2[CH2:25][CH2:24][CH2:23][CH2:22]2)[CH2:10][CH2:9]1)=[O:7])(C)(C)C.C(OC([N:33]1[CH:42]([CH2:43][N:44]([CH2:57][CH2:58][O:59][CH3:60])[CH:45]([CH2:49][C:50]2[CH:55]=[CH:54][C:53]([Cl:56])=[CH:52][CH:51]=2)C([O-])=O)[CH2:41][C:40]2[C:35](=[CH:36][CH:37]=[CH:38][CH:39]=2)[CH2:34]1)=O)(C)(C)C.[Li+]>>[ClH:56].[ClH:56].[ClH:56].[ClH:56].[Cl:56][C:53]1[CH:52]=[CH:51][C:50]([CH2:49][CH:45]([N:44]([CH2:57][CH2:58][O:59][CH3:60])[CH2:43][CH:42]2[CH2:41][C:40]3[C:35](=[CH:36][CH:37]=[CH:38][CH:39]=3)[CH2:34][NH:33]2)[C:6]([N:8]2[CH2:9][CH2:10][N:11]([C:14]3[CH:19]=[CH:18][CH:17]=[CH:16][C:15]=3[CH2:20][N:21]3[CH2:25][CH2:24][CH2:23][CH2:22]3)[CH2:12][CH2:13]2)=[O:7])=[CH:55][CH:54]=1 |f:1.2,3.4.5.6.7|. Procedure details: 4-(2-Pyrrolidin-1-ylmethyl-phenyl)-piperazine-1-carboxylic acid t-butyl ester was deprotected and then the resulting amine hydrochloride (0.10 gm, 0.30 mmol) was coupled with lithium 2-[(2-tert-butoxycarbonyl-1,2,3,4-tetrahydro-isoquinolin-3-ylmethyl)-(2-methoxy-ethyl)-amino]-3-(4-chloro-phenyl)-propionate (0.23 gm, 0.45 mmol). The mixture was chromatographed to obtain the crude coupled product [MS (m/z, ES+): 730.4], which was deprotected to give about 0.068 g of the final compound as brown sol... Reactants: [H-].[Al+3].[Li+].[H-].[H-].[H-] (lithium aluminum hydride), S(=O)(=O)([O-])[O-].[Mg+2] (magnesium sulfate), [OH-].[Na+] (sodium hydroxide), COC=1C=C(C=CC1OC)CC(=O)N1C(CCCC1)C(=O)OC (methyl N-(3,4-dimethoxyphenylacetyl)piperidine-2-carboxylate), solution. Run in C(C)(=O)OCC (ethyl acetate), O1CCCC1 (tetrahydrofuran), O (water), O (water), O1CCCC1 (tetrahydrofuran). The product is COC=1C=C(C=CC1OC)CCN1C(CCCC1)CO (N-(2-(3,4-dimethoxyphenyl)ethyl)piperidine-2-methanol). The yield is 80.9%. Reaction SMILES: [H-].[Al+3].[Li+].[H-].[H-].[H-].[CH3:7][O:8][C:9]1[CH:10]=[C:11]([CH2:17][C:18]([N:20]2[CH2:25][CH2:24][CH2:23][CH2:22][CH:21]2[C:26](OC)=[O:27])=O)[CH:12]=[CH:13][C:14]=1[O:15][CH3:16].[OH-].[Na+].S([O-])([O-])(=O)=O.[Mg+2]>O1CCCC1.O.C(OCC)(=O)C>[CH3:7][O:8][C:9]1[CH:10]=[C:11]([CH2:17][CH2:18][N:20]2[CH2:25][CH2:24][CH2:23][CH2:22][CH:21]2[CH2:26][OH:27])[CH:12]=[CH:13][C:14]=1[O:15][CH3:16] |f:0.1.2.3.4.5,7.8,9.10|. Reported procedure: 2.33 g of lithium aluminum hydride was suspended into 50 ml of tetrahydrofuran and stirred. 3.94 g of methyl N-(3,4-dimethoxyphenylacetyl)piperidine-2-carboxylate was dissolved in 20 ml of tetrahydrofuran, which was dropped and, thereafter, refluxed for 30 min. After cooling with ice and decomposing the excess reagent with ethyl acetate, 2.3 ml of water, 2.3 ml of an aqueous 15% solution of sodium hydroxide and 7 ml of water were added successively and, further, anhydrous magnesium sulfate was a...